This data is from the Open Reaction Database (ORD), a public repository of structured organic reaction records. The task is: describe an organic reaction: reactants, conditions, products, and yield Starting materials: FC(C(=O)O)(F)F (trifluoroacetic acid), C(C)[Mg]Cl (Ethylmagnesium chloride), ClC1=CC=C(C=2N3C(=NC21)N(CCC3)C=3C(=NC(=NC3C)Cl)C)C(C(F)(F)F)OC(F)F (9-chloro-1-(2-chloro-4,6-dimethylpyrimidin-5-yl)-6-[1-(difluoromethoxy)-2,2,2-trifluoroethyl]-1,2,3,4-tetrahydropyrimido[1,2-a]benzimidazole). Reagents/catalysts: Cl[Ni]1([P](CCC[P](C2=CC=CC=C2)1C3=CC=CC=C3)(C4=CC=CC=C4)C5=CC=CC=C5)Cl ([1,3-bis(diphenylphosphino)propane]dichloronickel). Solvent: O1CCCC1 (tetrahydrofuran), [Cl-].[NH4+] (ammonium chloride). Reaction conditions: time 14 hour. The product is ClC1=CC=C(C=2N3C(=NC21)N(CCC3)C=3C(=NC(=NC3C)CC)C)C(C(F)(F)F)OC(F)F (9-Chloro-6-[1-(difluoromethoxy)-2,2,2-trifluoroethyl]-1-(2-ethyl-4,6-dimethylpyrimidin-5-yl)-1,2,3,4-tetrahydropyrimido[1,2-a]benzimidazole). RXN SMILES: [CH2:1]([Mg]Cl)[CH3:2].[Cl:5][C:6]1[C:14]2[N:13]=[C:12]3[N:15]([C:19]4[C:20]([CH3:27])=[N:21][C:22](Cl)=[N:23][C:24]=4[CH3:25])[CH2:16][CH2:17][CH2:18][N:11]3[C:10]=2[C:9]([CH:28]([O:33][CH:34]([F:36])[F:35])[C:29]([F:32])([F:31])[F:30])=[CH:8][CH:7]=1.FC(F)(F)C(O)=O>O1CCCC1.[Cl-].[NH4+].Cl[Ni]1(Cl)[P](C2C=CC=CC=2)(C2C=CC=CC=2)CCC[P]1(C1C=CC=CC=1)C1C=CC=CC=1>[Cl:5][C:6]1[C:14]2[N:13]=[C:12]3[N:15]([C:19]4[C:24]([CH3:25])=[N:23][C:22]([CH2:1][CH3:2])=[N:21][C:20]=4[CH3:27])[CH2:16][CH2:17][CH2:18][N:11]3[C:10]=2[C:9]([CH:28]([O:33][CH:34]([F:35])[F:36])[C:29]([F:32])([F:31])[F:30])=[CH:8][CH:7]=1 |f:4.5,^1:53,69|. Reported procedure: Ethylmagnesium chloride (2.0 M solution in tetrahydrofuran, 0.37 mL, 0.740 mmol) was added dropwise to a stirred suspension of 9-chloro-1-(2-chloro-4,6-dimethylpyrimidin-5-yl)-6-[1-(difluoromethoxy)-2,2,2-trifluoroethyl]-1,2,3,4-tetrahydropyrimido[1,2-a]benzimidazole (183 mg, 0.369 mmol) and [1,3-bis(diphenylphosphino)propane]dichloronickel (20.0 mg, 0.0369 mmol) in tetrahydrofuran (1.5 mL) at 0° C., and the mixture was stirred at room temperature for 14 hr. The mixture was diluted with aqueous ... Reactants: CC(C)(C)OC(=O)N(Cc1ccccc1)C1CCCc2cc(O)ccc2C1, C1COCCO1, O=C1CCC(=O)N1Cl. Yields the product CC(C)(C)OC(=O)N(Cc1ccccc1)C1CCCc2cc(O)c(Cl)cc2C1. As a reaction SMILES: [CH2:1]([c:2]1[cH:3][cH:4][cH:5][cH:6][cH:7]1)[N:8]([CH:9]1[CH2:10][c:11]2[c:12]([cH:16][c:17]([OH:20])[cH:18][cH:19]2)[CH2:13][CH2:14][CH2:15]1)[C:21](=[O:22])[O:23][C:24]([CH3:25])([CH3:26])[CH3:27].[CH2:36]1[O:37][CH2:38][CH2:39][O:40][CH2:41]1.[Cl:28][N:29]1[C:30](=[O:31])[CH2:32][CH2:33][C:34]1=[O:35]>>[CH2:1]([c:2]1[cH:3][cH:4][cH:5][cH:6][cH:7]1)[N:8]([CH:9]1[CH2:10][c:11]2[c:12]([cH:16][c:17]([OH:20])[c:18]([Cl:28])[cH:19]2)[CH2:13][CH2:14][CH2:15]1)[C:21](=[O:22])[O:23][C:24]([CH3:25])([CH3:26])[CH3:27]. The reactants are N#Cc1c(Cl)cccc1S(=O)(=O)Cl, CN, O. Product: CN1C(=N)c2c(Cl)cccc2S1(=O)=O. Reaction SMILES: [C:1](#[N:2])[c:3]1[c:4]([S:10](=[O:11])(=[O:12])[Cl:13])[cH:5][cH:6][cH:7][c:8]1[Cl:9].[CH3:14][NH2:15].[OH2:16]>>[C:1]1(=[NH:2])[c:3]2[c:4]([cH:5][cH:6][cH:7][c:8]2[Cl:9])[S:10](=[O:11])(=[O:12])[N:15]1[CH3:14]. As a reaction SMILES: [F:1][C:2]1[C:8]([F:9])=[C:7](Br)[C:6]([F:11])=[C:5]([F:12])[C:3]=1[NH2:4].[CH3:13][O:14][C:15]1[CH:16]=[C:17](B(O)O)[CH:18]=[CH:19][CH:20]=1.C1(C)C=CC=CC=1P(C1C=CC=CC=1C)C1C=CC=CC=1C.C(=O)([O-])[O-].[K+].[K+]>COCCOC.C([O-])(=O)C.[Pd+2].C([O-])(=O)C>[F:1][C:2]1[C:8]([F:9])=[C:7]([C:19]2[CH:18]=[CH:17][CH:16]=[C:15]([O:14][CH3:13])[CH:20]=2)[C:6]([F:11])=[C:5]([F:12])[C:3]=1[NH2:4] |f:3.4.5,7.8.9|. Conditions: temperature 90 celsius. Reactants: FC1=C(N)C(=C(C(=C1F)Br)F)F (2,3,5,6-Tetrafluoro-4-bromoaniline), C1(=C(C=CC=C1)P(C1=C(C=CC=C1)C)C1=C(C=CC=C1)C)C (tri-o-tolylphosphine), C([O-])([O-])=O.[K+].[K+] (Potassium carbonate), COC=1C=C(C=CC1)B(O)O (3-methoxyphenylboronic acid). The reagents and catalysts are C(C)(=O)[O-].[Pd+2].C(C)(=O)[O-] (palladium(II) acetate). Yields the product hexanes EtOAc, FC1=C(N)C(=C(C(=C1F)C1=CC(=CC=C1)OC)F)F (2,3,5,6-tetrafluoro-4-(3′-methoxyphenyl)aniline). The solvent is COCCOC (DME). Reported procedure: Alternative procedure: 2,3,5,6-Tetrafluoro-4-bromoaniline (12.0 g, 49.2 mmol) is dissolved in DME (250 mL) and treated with 3-methoxyphenylboronic acid (7.5 g, 49.2 mmol), a catalytic amount of palladium(II) acetate (0.23 g, 1.0 mmol) and tri-o-tolylphosphine (1.22 g, 4.0 mmol). Potassium carbonate (13.6 g in 50 mL water) is added and the reaction mixture stirred, purged with nitrogen, then heated to 90° C. for 24 hours. After cooling to room temperature most of the DME is removed by rotary evap... Starting materials: NC1=C2C(=CN=CC2=CC=C1)Br (5-Amino-4-bromoisoquinoline), C(CCCCCCC\C=C/CCCCCCCC)(=O)Cl (oleoyl chloride). Product: BrC1=CN=CC2=CC=CC(=C12)NC(CCCCCCC\C=C/CCCCCCCC)=O (N-(4-bromoisoquinolin-5-yl)-cis-9-octadecenamide). As a reaction SMILES: [NH2:1][C:2]1[CH:11]=[CH:10][CH:9]=[C:8]2[C:3]=1[C:4]([Br:12])=[CH:5][N:6]=[CH:7]2.[C:13](Cl)(=[O:31])[CH2:14][CH2:15][CH2:16][CH2:17][CH2:18][CH2:19][CH2:20]/[CH:21]=[CH:22]\[CH2:23][CH2:24][CH2:25][CH2:26][CH2:27][CH2:28][CH2:29][CH3:30]>>[Br:12][C:4]1[C:3]2[C:8](=[CH:9][CH:10]=[CH:11][C:2]=2[NH:1][C:13](=[O:31])[CH2:14][CH2:15][CH2:16][CH2:17][CH2:18][CH2:19][CH2:20]/[CH:21]=[CH:22]\[CH2:23][CH2:24][CH2:25][CH2:26][CH2:27][CH2:28][CH2:29][CH3:30])[CH:7]=[N:6][CH:5]=1. Procedure: 5-Amino-4-bromoisoquinoline (prepared according to the process described by Gordon et al., J. Het. Chem., 4, 410 (1967)) was coupled with oleoyl chloride using the procedure described in Example 4, to give the title compound. The reactants are ClC1=NC=C(C#N)C(=C1)OCC (6-chloro-4-ethoxy-nicotinonitrile), BrC1=C(C=O)C=C(C=C1)O (2-bromo-5-hydroxy-benzaldehyde), C(=O)([O-])[O-].[K+].[K+] (K2CO3). Solvent: CN(C=O)C (dimethyl formamide), O (H2O). Reaction conditions: temperature 110 celsius. Product: BrC1=C(C=C(OC2=NC=C(C#N)C(=C2)OCC)C=C1)C=O (6-(4-Bromo-3-formyl-phenoxy)-4-ethoxy-nicotinonitrile). Isolated yield 73.5%. Reaction SMILES: Cl[C:2]1[CH:9]=[C:8]([O:10][CH2:11][CH3:12])[C:5]([C:6]#[N:7])=[CH:4][N:3]=1.[Br:13][C:14]1[CH:21]=[CH:20][C:19]([OH:22])=[CH:18][C:15]=1[CH:16]=[O:17].C([O-])([O-])=O.[K+].[K+]>CN(C)C=O.O>[Br:13][C:14]1[CH:21]=[CH:20][C:19]([O:22][C:2]2[CH:9]=[C:8]([O:10][CH2:11][CH3:12])[C:5]([C:6]#[N:7])=[CH:4][N:3]=2)=[CH:18][C:15]=1[CH:16]=[O:17] |f:2.3.4|. Reported procedure: A mixture of 6-chloro-4-ethoxy-nicotinonitrile (3.80 g, 20.8 mmol), 2-bromo-5-hydroxy-benzaldehyde (4.60 g, 22.9 mmol) and K2CO3 (4.31 g, 31.2 mmol) in dimethyl formamide (30 mL) was heated to 110° C. for 5 hours. The reaction mixture was diluted with H2O (400 mL) and extracted with ethyl acetate (8×400 mL). The organic extracts were combined, dried over Na2SO4, filtered and concentrated. The residue was purified by silica gel flash column chromatography (15-50% ethyl acetate/hexanes) to give th...